This data is from the Open Reaction Database (ORD), a public repository of structured organic reaction records. The task is: describe an organic reaction: reactants, conditions, products, and yield The reactants are N1CCOCC1 (morpholine), [N+](=O)([O-])C1=CC=C(C=C1)CC(=O)O ((4-Nitro-phenyl)-acetic acid), C([O-])(O)=O.[Na+] (sodium bicarbonate). Run in O1CCCC1 (tetrahydrofuran). Conditions: temperature 35 celsius, time 1 hour. Yields the product N1(CCOCC1)C(CC1=CC=C(C=C1)[N+](=O)[O-])=O (1-morpholin-4-yl-2-(4-nitro-phenyl)-ethanone). Reaction SMILES: [N+:1]([C:4]1[CH:9]=[CH:8][C:7]([CH2:10][C:11]([OH:13])=O)=[CH:6][CH:5]=1)([O-:3])=[O:2].[NH:14]1[CH2:19][CH2:18][O:17][CH2:16][CH2:15]1.C(=O)(O)[O-].[Na+]>O1CCCC1>[N:14]1([C:11](=[O:13])[CH2:10][C:7]2[CH:6]=[CH:5][C:4]([N+:1]([O-:3])=[O:2])=[CH:9][CH:8]=2)[CH2:19][CH2:18][O:17][CH2:16][CH2:15]1 |f:2.3|. Procedure details: A room temperature solution of 1.8839 gms. (4-Nitro-phenyl)-acetic acid in tetrahydrofuran (5 mL) is treated with 1.8069 gms. 1′,1′-carbonyl-diimidizole. The reaction mixture is stirred for 1 h. The reaction mixture is then treated with 1.0 mL morpholine. The reaction is heated overnight at 35° C. The reaction is then allowed to cool to room temperature, and is made basic with the addition of saturated aqueous sodium bicarbonate. The resulting mixture is extracted with ethyl acetate. The aqueous... Starting materials: OC1=C(C=C(C2=CC=CC=C12)OC)OC (1-hydroxy-2,4-dimethoxynaphthalene), N1=CC=CC=C1 (pyridine), solution, C(=O)(Cl)Cl (phosgene). Solvent: O1CCCC1 (tetrahydrofuran), C1=CC=CC=C1 (benzene). Run at temperature 25 celsius, time 8 hour. Product: ClC(=O)OC1=C(C=C(C2=CC=CC=C12)OC)OC (1-chlorocarbonyloxy-2,4-dimethoxynaphthalene). Reaction SMILES: [OH:1][C:2]1[C:11]2[C:6](=[CH:7][CH:8]=[CH:9][CH:10]=2)[C:5]([O:12][CH3:13])=[CH:4][C:3]=1[O:14][CH3:15].N1C=CC=CC=1.[C:22](Cl)([Cl:24])=[O:23]>O1CCCC1.C1C=CC=CC=1>[Cl:24][C:22]([O:1][C:2]1[C:11]2[C:6](=[CH:7][CH:8]=[CH:9][CH:10]=2)[C:5]([O:12][CH3:13])=[CH:4][C:3]=1[O:14][CH3:15])=[O:23]. Reported procedure: To a solution of 1.27 g of 1-hydroxy-2,4-dimethoxynaphthalene, prepared as shown in Preparations 7 and 8, in 50 ml of tetrahydrofuran and 1 ml of pyridine is added 10 ml of a solution of 12.5% phosgene in benzene. The mixture is stirred overnight at 25° C., filtered and the filtrate evaporated under vacuum to afford crude 1-chlorocarbonyloxy-2,4-dimethoxynaphthalene. This chloroformate is dissolved in 50 ml of dry tetrahydrofuran and a solution of 1.14 g of diethylamine in 10 ml of tetrahydrofur... The reactants are O=C(C1CN(CCO1)C(C1=CC=CC=C1)(C1=CC=CC=C1)C1=CC=CC=C1)OC1=C2CCCC2=CC=C1 (2-(1-oxo-4-indanyloxymethyl)-4-triphenylmethyl morpholine), C(O)([O-])=O.[Na+] (sodium hydrogencarbonate), [Cl-].[NH4+] (ammonium chloride), FC(C(=O)O)(F)F (trifluoroacetic acid). Solvent: O (water), O1CCCC1 (tetrahydrofuran). Reaction conditions: time 3 hour. Yields the product OC(C)(C1CNCCO1)OC1=C2CCCC2=CC=C1 (2-(1-hydroxy-1-methyl-4-indanyloxymethyl)morpholine). Reaction SMILES: [O:1]=[C:2]([O:28][C:29]1[CH:37]=[CH:36][CH:35]=[C:34]2[C:30]=1[CH2:31][CH2:32][CH2:33]2)[CH:3]1[O:8][CH2:7][CH2:6][N:5](C(C2C=CC=CC=2)(C2C=CC=CC=2)C2C=CC=CC=2)[CH2:4]1.[Cl-].[NH4+].F[C:41](F)(F)C(O)=O.C(=O)([O-])O.[Na+]>O.O1CCCC1>[OH:1][C:2]([O:28][C:29]1[CH:37]=[CH:36][CH:35]=[C:34]2[C:30]=1[CH2:31][CH2:32][CH2:33]2)([CH:3]1[O:8][CH2:7][CH2:6][NH:5][CH2:4]1)[CH3:41] |f:1.2,4.5|. Procedure: To 50 ml. of anhydrous tetrahydrofuran was added 1g. (0.04 atom) of magnesium and then methyl bromide was added dropwise to the mixture at 5°-10° C. to provide a Grignard reagent. Then, a solution prepared by dissolving 2 g. (0.004 mole) of 2-(1-oxo-4-indanyloxymethyl)-4-triphenylmethyl morpholine in 20 ml. of anhydrous tetrahydrofuran was added dropwise to the reagent at 5°-10° C. Then, the mixture was stirred for 3 hours at room temperature and the solvent was distilled off under reduced press... Reactants: solution, CC(C)([O-])C.[K+] (potassium tert. butoxide), COC(CC(=O)C1=CC(=C(C(=C1)C(C)(C)C)O)C(C)(C)C)=O (3-(3,5-di-tert-butyl-4-hydroxy-phenyl)-3-oxo-propanoic acid methyl ester), COC(N(C)C)OC (N,N-dimethylformamide dimethyl acetal), Cl.C(C)(=N)N (acetamidine hydrochloride), P(=O)(O)(O)[O-].[K+] (potassium dihydrogen phosphate). Run in C1(=CC=CC=C1)C (toluene), O (water), C(C)(=O)OCC (ethyl acetate), CC(C)O (2-propanol). Conditions: temperature 75 celsius, time 30 minute. Yields the product CNC(=O)C=1C(=NC(=NC1)C)C1=CC(=C(C(=C1)C(C)(C)C)O)C(C)(C)C (4-(3,5-di-tert-butyl-4-hydroxy-phenyl)-2-methyl-pyrimidine-5-carboxylic Acid Methylamide). Isolated yield 70.7%. As a reaction SMILES: CO[C:3](=O)[CH2:4][C:5]([C:7]1[CH:12]=[C:11]([C:13]([CH3:16])([CH3:15])[CH3:14])[C:10]([OH:17])=[C:9]([C:18]([CH3:21])([CH3:20])[CH3:19])[CH:8]=1)=O.CO[CH:25]([O:29]C)[N:26]([CH3:28])C.Cl.[C:32]([NH2:35])(=[NH:34])[CH3:33].CC(C)([O-])C.[K+].P([O-])(O)(O)=O.[K+]>C(OCC)(=O)C.O.CC(O)C.C1(C)C=CC=CC=1>[CH3:28][NH:26][C:25]([C:4]1[C:5]([C:7]2[CH:12]=[C:11]([C:13]([CH3:16])([CH3:15])[CH3:14])[C:10]([OH:17])=[C:9]([C:18]([CH3:21])([CH3:20])[CH3:19])[CH:8]=2)=[N:34][C:32]([CH3:33])=[N:35][CH:3]=1)=[O:29] |f:2.3,4.5,6.7|. Procedure details: A 50-mL round bottom flask was charged with 3-(3,5-di-tert-butyl-4-hydroxy-phenyl)-3-oxo-propanoic acid methyl ester (3.05 g, 10 .mmol) and toluene (20 mL). The mixture was warmed to give a solution, then N,N-dimethylformamide dimethyl acetal (1.60 mL, 12 mmol) was added while the solution was still hot. The mixture was stirred for 2 h at room temperature and 30 min 75° C. To this solution was added acetamidine hydrochloride (1.8908 g, 20 mmol) and 2-propanol (50 mL), followed by potassium tert.... The reactants are NC1=NC=C(C(=C1[N+](=O)[O-])N1CCN(CC1)CC(=O)NC=1SC=CN1)Cl (2-(4-(2-amino-5-chloro-3-nitropyridin-4-yl)piperazin-1-yl)-N-(thiazol-2-yl)acetamide), N1(CCOCC1)CCOC=1C=C(C=O)C=CC1 (3-(2-morpholin-4-ylethoxy)benzaldehyde), [O-]S(=O)S(=O)[O-].[Na+].[Na+] (Na2S2O4). Reagents/catalysts: N (NH3). Run in CCO (EtOH), CN(C)C=O (DMF), C(Cl)Cl (DCM). Reaction conditions: temperature 85 celsius. Yields the product ClC=1C(=C2C(=NC1)NC(=N2)C2=CC(=CC=C2)OCCN2CCOCC2)N2CCN(CC2)CC(=O)NC=2SC=CN2 (2-(4-(6-Chloro-2-(3-(2-morpholinoethoxy)phenyl)-3H-imidazo[4,5-b]pyridin-7-yl)piperazin-1-yl)-N-(thiazol-2-yl)acetamide). Reaction SMILES: [NH2:1][C:2]1[C:7]([N+:8]([O-])=O)=[C:6]([N:11]2[CH2:16][CH2:15][N:14]([CH2:17][C:18]([NH:20][C:21]3[S:22][CH:23]=[CH:24][N:25]=3)=[O:19])[CH2:13][CH2:12]2)[C:5]([Cl:26])=[CH:4][N:3]=1.[N:27]1([CH2:33][CH2:34][O:35][C:36]2[CH:37]=[C:38]([CH:41]=[CH:42][CH:43]=2)[CH:39]=O)[CH2:32][CH2:31][O:30][CH2:29][CH2:28]1.[O-]S(S([O-])=O)=O.[Na+].[Na+]>CCO.CN(C=O)C.C(Cl)Cl.N>[Cl:26][C:5]1[C:6]([N:11]2[CH2:16][CH2:15][N:14]([CH2:17][C:18]([NH:20][C:21]3[S:22][CH:23]=[CH:24][N:25]=3)=[O:19])[CH2:13][CH2:12]2)=[C:7]2[N:8]=[C:39]([C:38]3[CH:41]=[CH:42][CH:43]=[C:36]([O:35][CH2:34][CH2:33][N:27]4[CH2:32][CH2:31][O:30][CH2:29][CH2:28]4)[CH:37]=3)[NH:1][C:2]2=[N:3][CH:4]=1 |f:2.3.4|. Reported procedure: To a mixture of 2-(4-(2-amino-5-chloro-3-nitropyridin-4-yl)piperazin-1-yl)-N-(thiazol-2-yl)acetamide (0.060 g, 0.15 mmol, 1 eq) in EtOH (2.6 mL) and DMF (0.35 mL), 3-(2-morpholin-4-ylethoxy)benzaldehyde (0.039 g, 0.17 mmol, 1.1 eq) was added followed by a freshly prepared aqueous solution of Na2S2O4 (1M; 0.45 mL, 0.45 mmol). The reaction mixture was heated at 85° C. for 24 h, then allowed to cool to room temperature and diluted with DCM and a few drops of aqueous NH3 until complete dissolution w...